describe an organic reaction: reactants, conditions, products, and yield From a dataset of the Open Reaction Database (ORD), a public repository of structured organic reaction records. The reactants are FC=1C=C(C=C(C1)F)C1=C(C(C2=CC=C(C=C12)OC)=O)C=1C=NC=CC1 (3-(3,5-Difluorophenyl)-5-methoxy-2-(pyridin-3-yl)-1H-inden-1-one), Br (HBr), [OH-].[Na+] (NaOH). Solvent: CC(=O)O (AcOH). Reaction conditions: temperature 120 celsius. The product is FC=1C=C(C=C(C1)F)C1=C(C(C2=CC=C(C=C12)O)=O)C=1C=NC=CC1 (3-(3,5-Difluorophenyl)-5-hydroxy-2-(pyridin-3-yl)-1H-inden-1-one). Yield: 99.4%. RXN SMILES: [F:1][C:2]1[CH:3]=[C:4]([C:9]2[C:17]3[C:12](=[CH:13][CH:14]=[C:15]([O:18]C)[CH:16]=3)[C:11](=[O:20])[C:10]=2[C:21]2[CH:22]=[N:23][CH:24]=[CH:25][CH:26]=2)[CH:5]=[C:6]([F:8])[CH:7]=1.Br.[OH-].[Na+]>CC(O)=O>[F:8][C:6]1[CH:5]=[C:4]([C:9]2[C:17]3[C:12](=[CH:13][CH:14]=[C:15]([OH:18])[CH:16]=3)[C:11](=[O:20])[C:10]=2[C:21]2[CH:22]=[N:23][CH:24]=[CH:25][CH:26]=2)[CH:3]=[C:2]([F:1])[CH:7]=1 |f:2.3|. Reported procedure: To a solution of 3-(3,5-difluorophenyl)-5-methoxy-2-(pyridin-3-yl)-1H-inden-1-one (210 mg, 0.60 mmol) obtained in Step 4 in AcOH (6 mL) was added HBr (3 mL). The mixture was heated to reflux at 120° C. for 16 h. The reaction mixture was cooled to room temperature and neutralized with 3N—NaOH. The resulting solution was extracted with EtOAc (10 mL). The extracts were washed with H2O and brine, dried over MgSO4, and concentrated in vacuo. The residue was purified by recrystallization with CH2Cl2/h... Reactants: O=C([O-])O, ClCCl, COC(Cl)Cl, [Na+], c1ccc2c(c1)CCO2. Product: O=Cc1ccc2c(c1)CCO2. RXN SMILES: [C:15](=[O:16])([OH:17])[O-:18].[CH2:20]([Cl:21])[Cl:22].[CH3:10][O:11][CH:12]([Cl:13])[Cl:14].[Na+:19].[O:1]1[CH2:2][CH2:3][c:4]2[c:5]1[cH:6][cH:7][cH:8][cH:9]2>>[O:1]1[CH2:2][CH2:3][c:4]2[c:5]1[cH:6][cH:7][c:8]([CH:10]=[O:11])[cH:9]2. The reactants are Oc1cc(Br)cc(Br)c1, O=C([O-])[O-], CN1CCCC1=O, Fc1c(C(F)(F)F)ccnc1Cl, [K+], [K+], O. The product is FC(F)(F)c1ccnc(Cl)c1Oc1cc(Br)cc(Br)c1. As a reaction SMILES: [Br:1][c:2]1[cH:3][c:4]([OH:9])[cH:5][c:6]([Br:8])[cH:7]1.[C:10](=[O:11])([O-:12])[O-:13].[CH3:16][N:17]1[CH2:18][CH2:19][CH2:20][C:21]1=[O:22].[Cl:23][c:24]1[n:25][cH:26][cH:27][c:28]([C:31]([F:32])([F:33])[F:34])[c:29]1[F:30].[K+:14].[K+:15].[OH2:35]>>[Br:1][c:2]1[cH:3][c:4]([O:9][c:29]2[c:24]([Cl:23])[n:25][cH:26][cH:27][c:28]2[C:31]([F:32])([F:33])[F:34])[cH:5][c:6]([Br:8])[cH:7]1. Starting materials: CCCC(=O)c1cnc2c(OC)cccc2c1Cl, Cc1ccccc1N, C1COCCO1. Yields the product CCCC(=O)c1cnc2c(OC)cccc2c1Nc1ccccc1C. Reaction SMILES: [C:1]([CH2:2][CH2:3][CH3:4])(=[O:5])[c:6]1[cH:7][n:8][c:9]2[c:10]([O:17][CH3:18])[cH:11][cH:12][cH:13][c:14]2[c:15]1[Cl:16].[NH2:19][c:20]1[c:21]([CH3:26])[cH:22][cH:23][cH:24][cH:25]1.[O:27]1[CH2:28][CH2:29][O:30][CH2:31][CH2:32]1>>[C:1]([CH2:2][CH2:3][CH3:4])(=[O:5])[c:6]1[cH:7][n:8][c:9]2[c:10]([O:17][CH3:18])[cH:11][cH:12][cH:13][c:14]2[c:15]1[NH:19][c:20]1[c:21]([CH3:26])[cH:22][cH:23][cH:24][cH:25]1. Isolated yield 60.7%. Run in C(Cl)Cl (DCM), C(CCl)Cl (EDC). Procedure details: (3S,8S)-3-(4-Phenoxy-phenyl)-7-((S)-1-phenyl-propyl)-2,3,6,7,8,9-hexahydro-[1,4]dioxino[2,3-g]isoquinoline-8-carboxylic acid (10 mg), (S)-2-amino-3-[4-(2,3-dimethyl-pyridin-4-yl)-phenyl]-propionic acid methyl ester bis hydrochloride (8 mg), EDC (5 mg), and HOBt (3 mg) were suspended in 5 mL DCM and NMM (0.009 mL) added. The reaction mixture was stirred at room temperature for 6 hours and directly purified over silica (hexanes to 1:1 hexanes EtOAc to 1:1 hexanes EtOAc+1% MeOH). The resulting comp... RXN SMILES: [O:1]([C:8]1[CH:13]=[CH:12][C:11]([C@H:14]2[CH2:39][O:38][C:17]3=[CH:18][C:19]4[CH2:20][C@@H:21]([C:35](O)=[O:36])[N:22]([C@H:26]([C:29]5[CH:34]=[CH:33][CH:32]=[CH:31][CH:30]=5)[CH2:27][CH3:28])[CH2:23][C:24]=4[CH:25]=[C:16]3[O:15]2)=[CH:10][CH:9]=1)[C:2]1[CH:7]=[CH:6][CH:5]=[CH:4][CH:3]=1.Cl.Cl.C[O:43][C:44](=[O:62])[C@@H:45]([NH2:61])[CH2:46][C:47]1[CH:52]=[CH:51][C:50]([C:53]2[CH:58]=[CH:57][N:56]=[C:55]([CH3:59])[C:54]=2[CH3:60])=[CH:49][CH:48]=1.C1C=CC2N(O)N=NC=2C=1.CN1CCOCC1>C(Cl)Cl.C(Cl)CCl>[CH3:59][C:55]1[C:54]([CH3:60])=[C:53]([C:50]2[CH:51]=[CH:52][C:47]([CH2:46][C@H:45]([NH:61][C:35]([C@@H:21]3[CH2:20][C:19]4[CH:18]=[C:17]5[O:38][CH2:39][C@H:14]([C:11]6[CH:10]=[CH:9][C:8]([O:1][C:2]7[CH:7]=[CH:6][CH:5]=[CH:4][CH:3]=7)=[CH:13][CH:12]=6)[O:15][C:16]5=[CH:25][C:24]=4[CH2:23][N:22]3[C@H:26]([C:29]3[CH:30]=[CH:31][CH:32]=[CH:33][CH:34]=3)[CH2:27][CH3:28])=[O:36])[C:44]([OH:43])=[O:62])=[CH:48][CH:49]=2)[CH:58]=[CH:57][N:56]=1 |f:1.2.3|. Reaction conditions: time 6 hour. The product is CC1=NC=CC(=C1C)C1=CC=C(C=C1)C[C@@H](C(=O)O)NC(=O)[C@H]1N(CC=2C=C3C(=CC2C1)OC[C@@H](O3)C3=CC=C(C=C3)OC3=CC=CC=C3)[C@@H](CC)C3=CC=CC=C3 ((S)-3-[4-(2,3-Dimethyl-pyridin-4-yl)-phenyl]-2-{[(3S,8S)-3-(4-phenoxy-phenyl)-7-((S)-1-phenyl-propyl)-2,3,6,7,8,9-hexahydro-[1,4]dioxino[2,3-g]isoquinoline-8-carbonyl]-amino}-propionic acid). Reactants: O(C1=CC=CC=C1)C1=CC=C(C=C1)[C@@H]1OC=2C(=CC=3C[C@H](N(CC3C2)[C@@H](CC)C2=CC=CC=C2)C(=O)O)OC1 ((3S,8S)-3-(4-Phenoxy-phenyl)-7-((S)-1-phenyl-propyl)-2,3,6,7,8,9-hexahydro-[1,4]dioxino[2,3-g]isoquinoline-8-carboxylic acid), CN1CCOCC1 (NMM), Cl.Cl.COC([C@H](CC1=CC=C(C=C1)C1=C(C(=NC=C1)C)C)N)=O ((S)-2-amino-3-[4-(2,3-dimethyl-pyridin-4-yl)-phenyl]-propionic acid methyl ester bis hydrochloride), C=1C=CC2=C(C1)N=NN2O (HOBt). Starting materials: S(=O)(Cl)Cl (Thionyl chloride), S1C=NC2=C1C=C(C=C2)S(=O)(=O)O (benzothiazole-6-sulfonic acid), CN(C=O)C (dimethylformamide). The solvent is ClC(C)Cl (dichloroethane). Run at time 1.5 hour. The product is ClS(=O)(=O)C1=CC2=C(N=CS2)C=C1 (6-Chlorosulfonylbenzothiazole). RXN SMILES: S(Cl)([Cl:3])=O.[S:5]1[C:9]2[CH:10]=[C:11]([S:14]([OH:17])(=O)=[O:15])[CH:12]=[CH:13][C:8]=2[N:7]=[CH:6]1.CN(C)C=O>ClC(Cl)C>[Cl:3][S:14]([C:11]1[CH:12]=[CH:13][C:8]2[N:7]=[CH:6][S:5][C:9]=2[CH:10]=1)(=[O:17])=[O:15]. Procedure details: Thionyl chloride (4 mL) was added to a suspension of the benzothiazole-6-sulfonic acid (0.60 g, 2.79 mmol) in dichloroethane (15 mL) and the reaction mixture was heated at reflux and dimethylformamide (5 mL) was added to the reaction mixture to yield a clear solution. After 1.5 hr. at reflux, the solvent was removed in vacuo and excess HCl and thionyl chloride was chased by evaporation with dichloroethane. Starting materials: O=C(O)C(Br)Br, O=Cc1ccc(O)c(O)c1Br, CCCO, [K+], [K+], O=C([O-])[O-]. Yields the product O=Cc1ccc2c(c1Br)OC(C(=O)O)O2. RXN SMILES: [Br:18][CH:19]([C:20](=[O:21])[OH:22])[Br:23].[Br:1][c:2]1[c:3]([CH:4]=[O:5])[cH:6][cH:7][c:8]([OH:11])[c:9]1[OH:10].[CH2:24]([OH:25])[CH2:26][CH3:27].[K+:12].[K+:13].[O-:14][C:15]([O-:16])=[O:17]>>[Br:1][c:2]1[c:3]([CH:4]=[O:5])[cH:6][cH:7][c:8]2[c:9]1[O:10][CH:19]([C:20](=[O:21])[OH:22])[O:11]2. Starting materials: CN1CCOCC1 (N-methylmorpholine), C(C)OC([C@@](O)(C)C(N(N)C)=O)=O (2-azaalanyl-l-lactic acid ethyl ester), C(C)(=O)N1[C@H](C(=O)N[C@@H](C)C(=O)N2[C@H](C(=O)O)CCC2)CCC1 (Acetylprolylalanylproline), ClC(=O)OCC(C)C (isobutyl chloroformate). Solvent: O1CCCC1 (tetrahydrofuran), C(Cl)Cl (methylene chloride), O1CCCC1 (tetrahydrofuran). Reaction conditions: time 15 minute. The product is C(C)OC([C@@](O)(C)C(N(NC([C@H]1N(CCC1)C([C@@H](NC([C@H]1N(CCC1)C(C)=O)=O)C)=O)=O)C)=O)=O (acetylprolylalanylprolyl-2-azaalanyl-l-lactic acid ethyl ester). As a reaction SMILES: [C:1]([N:4]1[CH2:23][CH2:22][CH2:21][C@H:5]1[C:6]([NH:8][C@H:9]([C:11]([N:13]1[CH2:20][CH2:19][CH2:18][C@H:14]1[C:15]([OH:17])=O)=[O:12])[CH3:10])=[O:7])(=[O:3])[CH3:2].CN1CCOCC1.ClC(OCC(C)C)=O.[CH2:39]([O:41][C:42](=[O:51])[C@:43]([C:46](=[O:50])[N:47]([CH3:49])[NH2:48])([CH3:45])[OH:44])[CH3:40]>C(Cl)Cl.O1CCCC1>[CH2:39]([O:41][C:42](=[O:51])[C@:43]([C:46](=[O:50])[N:47]([CH3:49])[NH:48][C:15](=[O:17])[C@@H:14]1[CH2:18][CH2:19][CH2:20][N:13]1[C:11](=[O:12])[C@H:9]([CH3:10])[NH:8][C:6](=[O:7])[C@@H:5]1[CH2:21][CH2:22][CH2:23][N:4]1[C:1](=[O:3])[CH3:2])([CH3:45])[OH:44])[CH3:40]. Reported procedure: Acetylprolylalanylproline (2 mmole) is dissolved in methylene chloride (5 ml) containing N-methylmorpholine (2 mmole) and diluted with dry tetrahydrofuran (400 ml). To this stirred solution at -20° to -25° is added isobutyl chloroformate (2 mmole) and the mixture is stirred for 15 minutes. A solution of 2-azaalanyl-l-lactic acid ethyl ester (2 mmole) in tetrahydrofuran (2 ml) is then added. The mixture is allowed to warm to room temperature over a period of 1 hour and stirred for a further 3 hou... The reactants are ice water, C1=CCCCCCC1 (cyclooctene), O=CC(Cl)(Cl)Cl (chloral), [Cl-].[Cl-].[Cl-].[Al+3] (aluminum trichloride). Run in petroleum ether. Run at temperature 0 celsius, time 4 hour. Yields the product ClC(C1OC2CCCCC1CC2)(Cl)Cl (8-trichloromethyl-7-oxabicyclo[4.2.2]decane). Reaction SMILES: [CH:1]1[CH2:8][CH2:7][CH2:6][CH2:5][CH2:4][CH2:3][CH:2]=1.[O:9]=[CH:10][C:11]([Cl:14])([Cl:13])[Cl:12].[Cl-].[Cl-].[Cl-].[Al+3]>>[Cl:12][C:11]([Cl:14])([Cl:13])[CH:10]1[CH:6]2[CH2:7][CH2:8][CH:1]([CH2:2][CH2:3][CH2:4][CH2:5]2)[O:9]1 |f:2.3.4.5|. Reported procedure: 44.10 g (0.4 mole) of cyclooctene and 58.95 g (0.4 mole) of chloral in 60 ml of petroleum ether were initially taken in a 2-necked flask equipped with a magnetic stirrer, an internal thermometer and a drying tube. The mixture was cooled to ≤0° C. by means of a cold bath. 5.5 g (0.04 mole) of aluminum trichloride were added a little at a time in the course of 15 minutes, the temperature being kept at 0° C. Stirring was continued for a further 4 hours at this temperature, after which the mixture w...